The task is: describe an organic reaction: reactants, conditions, products, and yield. This data is from the Open Reaction Database (ORD), a public repository of structured organic reaction records. Reactants: CC(C)(C)OC(=O)C=P(c1ccccc1)(c1ccccc1)c1ccccc1, O=Cc1ccc(C(=C2CCCCC2)c2ccc(O)cc2)cc1F, ClCCl, O. Product: CC(C)(C)OC(=O)C=Cc1ccc(C(=C2CCCCC2)c2ccc(O)cc2)cc1F. RXN SMILES: [C:1]([CH3:2])([CH3:3])([CH3:4])[O:5][C:6](=[O:7])[CH:8]=[P:9]([c:10]1[cH:11][cH:12][cH:13][cH:14][cH:15]1)([c:16]1[cH:17][cH:18][cH:19][cH:20][cH:21]1)[c:22]1[cH:23][cH:24][cH:25][cH:26][cH:27]1.[C:28]1(=[C:34]([c:35]2[cH:36][c:37]([F:43])[c:38]([CH:39]=[O:40])[cH:41][cH:42]2)[c:44]2[cH:45][cH:46][c:47]([OH:50])[cH:48][cH:49]2)[CH2:29][CH2:30][CH2:31][CH2:32][CH2:33]1.[Cl:52][CH2:53][Cl:54].[OH2:51]>>[C:1]([CH3:2])([CH3:3])([CH3:4])[O:5][C:6](=[O:7])[CH:8]=[CH:53][c:38]1[c:37]([F:43])[cH:36][c:35]([C:34](=[C:28]2[CH2:29][CH2:30][CH2:31][CH2:32][CH2:33]2)[c:44]2[cH:45][cH:46][c:47]([OH:50])[cH:48][cH:49]2)[cH:42][cH:41]1. The yield is 99.0%. Procedure: A mixture of methyl 2-(phenylsulfinyl)acetate (1 g, 5.04 mmol), 2,2-dimethoxyacetaldehyde (3.15 ml, 10.09 mmol) and piperidine (0.999 ml, 10.09 mmol) in acetonitrile (20 ml) was heated to 60° C. for 18 hr. After cooling to rt, the volatiles were removed in vacuo and the residue was chromatographed on a 5×12 cm silica gel column, eluting with a 0-40% EtOAc/Hex gradient. The pure fractions were concentrated to afford (E)-methyl 4,4-dimethoxy-2-(phenylsulfinyl)but-2-enoate (1.42 g, 4.99 mmol, 99% y... Reactants: C1(=CC=CC=C1)S(=O)CC(=O)OC (methyl 2-(phenylsulfinyl)acetate), COC(C=O)OC (2,2-dimethoxyacetaldehyde), N1CCCCC1 (piperidine). RXN SMILES: [C:1]1([S:7]([CH2:9][C:10]([O:12][CH3:13])=[O:11])=[O:8])[CH:6]=[CH:5][CH:4]=[CH:3][CH:2]=1.[CH3:14][O:15][CH:16]([O:19][CH3:20])[CH:17]=O.N1CCCCC1>C(#N)C>[CH3:14][O:15][CH:16]([O:19][CH3:20])/[CH:17]=[C:9](/[S:7]([C:1]1[CH:2]=[CH:3][CH:4]=[CH:5][CH:6]=1)=[O:8])\[C:10]([O:12][CH3:13])=[O:11]. Run in C(C)#N (acetonitrile). Reaction conditions: temperature 60 celsius. Product: COC(/C=C(\C(=O)OC)/S(=O)C1=CC=CC=C1)OC ((E)-methyl 4,4-dimethoxy-2-(phenylsulfinyl)but-2-enoate). Reactants: [OH-].[K+] (potassium hydroxide), Cl (hydrochloric acid), C(=O)(OC(C)(C)C)N[C@@H](CC1=CC=C(C=C1)O)C(=O)N[C@@H](CCSC)C(=O)NCC(=O)N[C@@H](CC1=CC=CC=C1)C(=O)C1C2(CC3CC(CC1(C3)N)C2)C(=O)OC (methyl Boc-L-tyrosylmethionyl-glycyl-L-phenylalanyl-3-amino-1-adamantanecarboxylate), O (water), solution. Run in CO (methanol). Reaction conditions: time 2.5 hour. Product: C(=O)(OC(C)(C)C)N[C@@H](CC1=CC=C(C=C1)O)C(=O)N[C@H](CCSC)C(=O)NCC(=O)N[C@@H](CC1=CC=CC=C1)C(=O)C1C2(CC3CC(CC1(C3)N)C2)C(=O)O (Boc-L-tyrosyl-D-methionyl-glycyl-L-phenylalanyl-3-amino-1-adamantanecarboxylic acid). RXN SMILES: [C:1]([NH:8][C@H:9]([C:18]([NH:20][C@H:21]([C:26]([NH:28][CH2:29][C:30]([NH:32][C@H:33]([C:41]([CH:43]1[C:50]2([NH2:52])[CH2:51][CH:46]3[CH2:47][CH:48]([CH2:53][C:44]1([C:54]([O:56]C)=[O:55])[CH2:45]3)[CH2:49]2)=[O:42])[CH2:34][C:35]1[CH:40]=[CH:39][CH:38]=[CH:37][CH:36]=1)=[O:31])=[O:27])[CH2:22][CH2:23][S:24][CH3:25])=[O:19])[CH2:10][C:11]1[CH:16]=[CH:15][C:14]([OH:17])=[CH:13][CH:12]=1)([O:3][C:4]([CH3:7])([CH3:6])[CH3:5])=[O:2].O.[OH-].[K+].Cl>CO>[C:1]([NH:8][C@H:9]([C:18]([NH:20][C@@H:21]([C:26]([NH:28][CH2:29][C:30]([NH:32][C@H:33]([C:41]([CH:43]1[C:50]2([NH2:52])[CH2:51][CH:46]3[CH2:47][CH:48]([CH2:53][C:44]1([C:54]([OH:56])=[O:55])[CH2:45]3)[CH2:49]2)=[O:42])[CH2:34][C:35]1[CH:40]=[CH:39][CH:38]=[CH:37][CH:36]=1)=[O:31])=[O:27])[CH2:22][CH2:23][S:24][CH3:25])=[O:19])[CH2:10][C:11]1[CH:16]=[CH:15][C:14]([OH:17])=[CH:13][CH:12]=1)([O:3][C:4]([CH3:7])([CH3:6])[CH3:5])=[O:2] |f:2.3|. Procedure details: To a solution of 1.1 g of methyl Boc-L-tyrosylmethionyl-glycyl-L-phenylalanyl-3-amino-1-adamantanecarboxylate in 10 ml of methanol is added 10 ml of water. The pH is adjusted to 13.0 with a 4 M solution of potassium hydroxide and held at pH 13-13.5 for 2.5 hours. The pH is adjusted to 11.0 with 12 N hydrochloric acid, and the methanol is removed under vacuum. The residual aqueous solution is adjusted to pH 2.0 by the slow addition of hydrochloric acid causing the product to crystallize. The prod...